From a dataset of the Open Reaction Database (ORD), a public repository of structured organic reaction records. describe an organic reaction: reactants, conditions, products, and yield Reactants: O=[N+]([O-])c1sc(Br)cc1C(Cl)Cl, O=CO, [Cl-], [Cl-], O, [Zn+2]. Yields the product O=Cc1cc(Br)sc1[N+](=O)[O-]. RXN SMILES: [Br:1][c:2]1[cH:3][c:4]([CH:10]([Cl:11])[Cl:12])[c:5]([N+:7](=[O:8])[O-:9])[s:6]1.[CH:13](=[O:14])[OH:15].[Cl-:16].[Cl-:18].[OH2:19].[Zn+2:17]>>[Br:1][c:2]1[cH:3][c:4]([CH:10]=[O:14])[c:5]([N+:7](=[O:8])[O-:9])[s:6]1.